This data is from the Open Reaction Database (ORD), a public repository of structured organic reaction records. The task is: describe an organic reaction: reactants, conditions, products, and yield The reactants are O=C([O-])[O-], CCCC[N+](CCCC)(CCCC)CCCC, CC#N, CC(C)(C)OC(=O)N1CCc2ccc(O)cc2C1C1CCCCC1, CC(=O)CCl, [I-], [K+], [K+], O. Product: CC(=O)COc1ccc2c(c1)C(C1CCCCC1)N(C(=O)OC(C)(C)C)CC2. RXN SMILES: [C:30](=[O:31])([O-:32])[O-:33].[CH2:41]([N+:42]([CH2:43][CH2:44][CH2:45][CH3:46])([CH2:47][CH2:48][CH2:49][CH3:50])[CH2:51][CH2:52][CH2:53][CH3:54])[CH2:55][CH2:56][CH3:57].[CH3:37][C:38]#[N:39].[CH:1]1([CH:7]2[N:8]([C:18](=[O:19])[O:20][C:21]([CH3:22])([CH3:23])[CH3:24])[CH2:9][CH2:10][c:11]3[cH:12][cH:13][c:14]([OH:17])[cH:15][c:16]32)[CH2:2][CH2:3][CH2:4][CH2:5][CH2:6]1.[Cl:25][CH2:26][C:27](=[O:28])[CH3:29].[I-:40].[K+:34].[K+:35].[OH2:36]>>[CH:1]1([CH:7]2[N:8]([C:18](=[O:19])[O:20][C:21]([CH3:22])([CH3:23])[CH3:24])[CH2:9][CH2:10][c:11]3[cH:12][cH:13][c:14]([O:17][CH2:26][C:27](=[O:28])[CH3:29])[cH:15][c:16]32)[CH2:2][CH2:3][CH2:4][CH2:5][CH2:6]1. Reactants: C(C)C1C(CC(C(C(OC(C2CCCCN2C(C(C2(C(CC(C(C(CC(CC(=C1)C)C)OC)O2)OC)C)O)=O)=O)=O)C(=CC2CC(C(CC2)OC=2C=C1C=C(NC1=CC2)C(C)O)OC)C)C)O)=O (17-ethyl-1,14-dihydroxy-12-[2'-(4"-(1-hydroxyethylindol-5-yl)oxy-3"-methoxycyclohexyl)-1'-methylvinyl]-23,25-dimethoxy-13,19,21,27-tetramethyl-11,28-dioxa-4-azatricyclo[22.3.1.04,9 ]octacos-18-ene-2,3,10,16-tetraone), hydrochloride salt, CN(CC(=O)O)C (N,N-dimethylglycine), C(CCl)Cl (EDC). Reagents/catalysts: CN(C)C=1C=CN=CC1 (DMAP). The solvent is C(C)(=O)OCC (ethyl acetate), C(Cl)Cl (methylene chloride). Run at time 4 hour. The product is C(C)C1C(CC(C(C(OC(C2CCCCN2C(C(C2(C(CC(C(C(CC(CC(=C1)C)C)OC)O2)OC)C)O)=O)=O)=O)C(=CC2CC(C(CC2)OC=2C=C1C=C(NC1=CC2)C(C)OC(CN(C)C)=O)OC)C)C)O)=O (17-Ethyl-1,14-dihydroxy-12-[2'-(4"-(1-(N,N-dimethylglycyloxy)ethylindol-5-yl)oxy-3"-methoxycyclohexyl)-1'-methylvinyl]-23,25-dimethoxy-13,19,21,27-tetramethyl-11,28-dioxa-4-azatricyclo[22.3.1.04,9 ]octacos-18-ene-2,3,10,16-tetraone). The yield is 79.4%. Reaction SMILES: [CH2:1]([CH:3]1[CH:29]=[C:28]([CH3:30])[CH2:27][CH:26]([CH3:31])[CH2:25][CH:24]([O:32][CH3:33])[CH:23]2[O:34][C:19]([OH:38])([CH:20]([CH3:37])[CH2:21][CH:22]2[O:35][CH3:36])[C:18](=[O:39])[C:17](=[O:40])[N:16]2[CH:11]([CH2:12][CH2:13][CH2:14][CH2:15]2)[C:10](=[O:41])[O:9][CH:8]([C:42]([CH3:65])=[CH:43][CH:44]2[CH2:49][CH2:48][CH:47]([O:50][C:51]3[CH:52]=[C:53]4[C:57](=[CH:58][CH:59]=3)[NH:56][C:55]([CH:60]([OH:62])[CH3:61])=[CH:54]4)[CH:46]([O:63][CH3:64])[CH2:45]2)[CH:7]([CH3:66])[CH:6]([OH:67])[CH2:5][C:4]1=[O:68])[CH3:2].[CH3:69][N:70]([CH3:75])[CH2:71][C:72](O)=[O:73].C(Cl)CCl>C(Cl)Cl.CN(C1C=CN=CC=1)C.C(OCC)(=O)C>[CH2:1]([CH:3]1[CH:29]=[C:28]([CH3:30])[CH2:27][CH:26]([CH3:31])[CH2:25][CH:24]([O:32][CH3:33])[CH:23]2[O:34][C:19]([OH:38])([CH:20]([CH3:37])[CH2:21][CH:22]2[O:35][CH3:36])[C:18](=[O:39])[C:17](=[O:40])[N:16]2[CH:11]([CH2:12][CH2:13][CH2:14][CH2:15]2)[C:10](=[O:41])[O:9][CH:8]([C:42]([CH3:65])=[CH:43][CH:44]2[CH2:49][CH2:48][CH:47]([O:50][C:51]3[CH:52]=[C:53]4[C:57](=[CH:58][CH:59]=3)[NH:56][C:55]([CH:60]([O:62][C:72](=[O:73])[CH2:71][N:70]([CH3:75])[CH3:69])[CH3:61])=[CH:54]4)[CH:46]([O:63][CH3:64])[CH2:45]2)[CH:7]([CH3:66])[CH:6]([OH:67])[CH2:5][C:4]1=[O:68])[CH3:2]. Procedure details: To a solution of 17-ethyl-1,14-dihydroxy-12-[2'-(4"-(1-hydroxyethylindol-5-yl)oxy-3"-methoxycyclohexyl)-1'-methylvinyl]-23,25-dimethoxy-13,19,21,27-tetramethyl-11,28-dioxa-4-azatricyclo[22.3.1.04,9 ]octacos-18-ene-2,3,10,16-tetraone (26.6 mg) in dry methylene chloride (0.3 mL) was added hydrochloride salt of N,N-dimethylglycine (5.8 mg), DMAP (3.4 mg) and EDC (8 mg), respectively at room temperature. The reaction mixture was stirred for 4 h, then diluted with ethyl acetate and washed with satura... The reactants are CC(=O)O, CC(C)(C(O)c1cc(C(F)(F)F)nc2c(C(F)(F)F)cccc12)[N+](=O)[O-], [Zn]. The product is CC(C)(N)C(O)c1cc(C(F)(F)F)nc2c(C(F)(F)F)cccc12. As a reaction SMILES: [CH3:27][C:28](=[O:29])[OH:30].[N+:1]([O-:2])(=[O:3])[C:4]([CH3:5])([CH3:6])[CH:7]([OH:8])[c:9]1[cH:10][c:11]([C:23]([F:24])([F:25])[F:26])[n:12][c:13]2[c:14]([C:19]([F:20])([F:21])[F:22])[cH:15][cH:16][cH:17][c:18]12.[Zn:31]>>[NH2:1][C:4]([CH3:5])([CH3:6])[CH:7]([OH:8])[c:9]1[cH:10][c:11]([C:23]([F:24])([F:25])[F:26])[n:12][c:13]2[c:14]([C:19]([F:20])([F:21])[F:22])[cH:15][cH:16][cH:17][c:18]12. Starting materials: [BH4-], Cc1ccc(-c2ccc3c(c2)C(=O)CCCO3)cc1, CCO, [Na+], O. Yields the product Cc1ccc(-c2ccc3c(c2)C=CCCO3)cc1. As a reaction SMILES: [BH4-:20].[CH3:1][c:2]1[cH:3][cH:4][c:5](-[c:8]2[cH:9][cH:10][c:11]3[c:12]([cH:19]2)[C:13](=[O:18])[CH2:14][CH2:15][CH2:16][O:17]3)[cH:6][cH:7]1.[CH3:23][CH2:24][OH:25].[Na+:21].[OH2:22]>>[CH3:1][c:2]1[cH:3][cH:4][c:5](-[c:8]2[cH:9][cH:10][c:11]3[c:12]([cH:19]2)[CH:13]=[CH:14][CH2:15][CH2:16][O:17]3)[cH:6][cH:7]1. Starting materials: C(C)(C)(C)C=1C=C(C=O)C=CC1N(C)C (3-tert-butyl-4-dimethylaminobenzaldehyde), solution, C(#C)[Mg]Br (ethynylmagnesium bromide). The product is C(C)(C)(C)C=1C=C(C=CC1N(C)C)C(C#C)O (1-(3-tert-butyl-4-dimethylaminophenyl)prop-2-yn-1-ol), oil. The yield is 79.0%. As a reaction SMILES: [C:1]([C:5]1[CH:6]=[C:7]([CH:10]=[CH:11][C:12]=1[N:13]([CH3:15])[CH3:14])[CH:8]=[O:9])([CH3:4])([CH3:3])[CH3:2].[C:16]([Mg]Br)#[CH:17]>>[C:1]([C:5]1[CH:6]=[C:7]([CH:8]([OH:9])[C:16]#[CH:17])[CH:10]=[CH:11][C:12]=1[N:13]([CH3:15])[CH3:14])([CH3:4])([CH3:2])[CH3:3]. Procedure details: In a manner analogous to example 1 e, the process is carried out by a reaction of 1 g (4.9 mmol) of 3-tert-butyl-4-dimethylaminobenzaldehyde with 12 ml (6 mmol) of a 0.5M solution of ethynylmagnesium bromide. 900 mg of 1-(3-tert-butyl-4-dimethylaminophenyl)prop-2-yn-1-ol are obtained in the form of a colourless oil (yield=79%). The reactants are N(=O)[O-].[Na+] (sodium nitrite), [I-].[K+] (potassium iodide), O=C1C=2C=CC(=CC2CCC1)NC(C)=O (N-(5-oxo-5,6,7,8-tetrahydronaphthalen-2-yl)-acetamide), S(=O)(=O)(O)O.NC=1C=C2CCCC(C2=CC1)=O (6-amino-3,4-dihydro-2H-naphthalen-1-one sulfate). Run in O (water), O (water), S(O)(O)(=O)=O (sulfuric acid). Yields the product IC=1C=C2CCCC(C2=CC1)=O (6-Iodo-3,4-dihydro-2H-naphthalen-1-one). RXN SMILES: [O:1]=[C:2]1[CH2:11][CH2:10][CH2:9][C:8]2[CH:7]=[C:6](NC(=O)C)[CH:5]=[CH:4][C:3]1=2.S(O)(O)(=O)=O.NC1C=C2C(=CC=1)C(=O)CCC2.N([O-])=O.[Na+].[I-:37].[K+]>S(=O)(=O)(O)O.O>[I:37][C:6]1[CH:7]=[C:8]2[C:3](=[CH:4][CH:5]=1)[C:2](=[O:1])[CH2:11][CH2:10][CH2:9]2 |f:1.2,3.4,5.6|. Procedure details: A mixture of N-(5-oxo-5,6,7,8-tetrahydronaphthalen-2-yl)-acetamide 2.5 grams (12.3 mmole) in 20 mL 20% sulfuric acid was heated at 90° for 45 minutes. The solution was allowed to cool to room temperature whereupon 6-amino-3,4-dihydro-2H-naphthalen-1-one sulfate (not shown) precipitated as a solid mass. To this solid was added 20 mL water and 20 mL glacial acetic acid. The resulting solution was stirred in an ice bath and a solution of 1.72 grams (25 mmoles) sodium nitrite in 15 mL water was adde...